The task is: describe an organic reaction: reactants, conditions, products, and yield. This data is from the Open Reaction Database (ORD), a public repository of structured organic reaction records. The reactants are CCO, O=C(Cl)OC1CCCCC1, ClCCl, Cl, COC(=O)CCN(C(=O)c1ccc2c(c1)nc(CNc1ccc(C(=N)N)cc1)n2C)c1ccccc1. The product is COC(=O)CCN(C(=O)c1ccc2c(c1)nc(CNc1ccc(C(=N)NC(=O)OC3CCCCC3)cc1)n2C)c1ccccc1. RXN SMILES: [CH2:48]([OH:49])[CH3:50].[Cl:38][C:39](=[O:40])[O:41][CH:42]1[CH2:43][CH2:44][CH2:45][CH2:46][CH2:47]1.[Cl:51][CH2:52][Cl:53].[ClH:1].[c:2]1([N:8]([C:9](=[O:10])[c:11]2[cH:12][c:13]3[c:14]([n:15]([CH3:29])[c:16]([CH2:18][NH:19][c:20]4[cH:21][cH:22][c:23]([C:26]([NH2:27])=[NH:28])[cH:24][cH:25]4)[n:17]3)[cH:30][cH:31]2)[CH2:32][CH2:33][C:34](=[O:35])[O:36][CH3:37])[cH:3][cH:4][cH:5][cH:6][cH:7]1>>[c:2]1([N:8]([C:9](=[O:10])[c:11]2[cH:12][c:13]3[c:14]([n:15]([CH3:29])[c:16]([CH2:18][NH:19][c:20]4[cH:21][cH:22][c:23]([C:26](=[NH:27])[NH:28][C:39](=[O:40])[O:41][CH:42]5[CH2:43][CH2:44][CH2:45][CH2:46][CH2:47]5)[cH:24][cH:25]4)[n:17]3)[cH:30][cH:31]2)[CH2:32][CH2:33][C:34](=[O:35])[O:36][CH3:37])[cH:3][cH:4][cH:5][cH:6][cH:7]1. Reactants: N(=O)[O-].[Na+] (Sodium nitrite), C(C=C)(=O)OC (methyl acrylate), NC1=CC=C(C=C1)CCO (2-(4-Aminophenyl)ethanol), Cl (HCl). Reagents/catalysts: [Cu]I (CuI). Run in O (water), CC(=O)C (acetone). Run at temperature 0 celsius, time 1 hour. Yields the product ClC(C(=O)OC)CC1=CC=C(C=C1)CCO (Methyl 2-chloro-3-[4-(2-hydroxyethyl)phenyl]propanoate). Isolated yield 49.0%. RXN SMILES: N[C:2]1[CH:7]=[CH:6][C:5]([CH2:8][CH2:9][OH:10])=[CH:4][CH:3]=1.[ClH:11].N([O-])=O.[Na+].[C:16]([O:20][CH3:21])(=[O:19])[CH:17]=[CH2:18]>CC(C)=O.O.[Cu]I>[Cl:11][CH:17]([CH2:18][C:2]1[CH:7]=[CH:6][C:5]([CH2:8][CH2:9][OH:10])=[CH:4][CH:3]=1)[C:16]([O:20][CH3:21])=[O:19] |f:2.3|. Reported procedure: 2-(4-Aminophenyl)ethanol (11 g, 81 mmol) and 32 ml conc HCl was dissolved in acetone and cooled to 0° C. Sodium nitrite (5.6 g, 81 mmol) in 20 ml water was added dropwise. The temperature was kept under 0° C. After one hour, methyl acrylate (70 g, 808 mmol) and CuI (1.6 g, 8 mmol) were added (<0° C.). The reaction mixture was stirred at room temperature overnight. The solvent was evaporated and water was added. The water phase was extracted three times with EtOAc, the organic phases were pooled ... Starting materials: CC(C)OC(C)C, ClC(Cl)Cl, CC(C)(C)OC(=O)c1ccc(C(=O)Nc2ccc(Cl)cn2)c(NC(=O)C2CCC(N3CCOCC3=O)CC2)c1, Cl, C1COCCO1. The product is O=C(O)c1ccc(C(=O)Nc2ccc(Cl)cn2)c(NC(=O)C2CCC(N3CCOCC3=O)CC2)c1. As a reaction SMILES: [CH:47]([O:48][CH:49]([CH3:50])[CH3:51])([CH3:52])[CH3:53].[CH:54]([Cl:55])([Cl:56])[Cl:57].[Cl:1][c:2]1[cH:3][cH:4][c:5]([NH:8][C:9](=[O:10])[c:11]2[c:12]([NH:24][C:25](=[O:26])[CH:27]3[CH2:28][CH2:29][CH:30]([N:33]4[C:34](=[O:39])[CH2:35][O:36][CH2:37][CH2:38]4)[CH2:31][CH2:32]3)[cH:13][c:14]([C:15](=[O:16])[O:17][C:18]([CH3:19])([CH3:20])[CH3:21])[cH:22][cH:23]2)[n:6][cH:7]1.[ClH:46].[O:40]1[CH2:41][CH2:42][O:43][CH2:44][CH2:45]1>>[Cl:1][c:2]1[cH:3][cH:4][c:5]([NH:8][C:9](=[O:10])[c:11]2[c:12]([NH:24][C:25](=[O:26])[CH:27]3[CH2:28][CH2:29][CH:30]([N:33]4[C:34](=[O:39])[CH2:35][O:36][CH2:37][CH2:38]4)[CH2:31][CH2:32]3)[cH:13][c:14]([C:15](=[O:16])[OH:17])[cH:22][cH:23]2)[n:6][cH:7]1. Starting materials: ClCCl, CCCCCCCCCCCCCCCCCCO, O=C(OC(Cl)(Cl)Cl)OC(Cl)(Cl)Cl, c1ccncc1. Yields the product CCCCCCCCCCCCCCCCCCOC(=O)Cl. Reaction SMILES: [CH2:38]([Cl:39])[Cl:40].[CH3:1][CH2:2][CH2:3][CH2:4][CH2:5][CH2:6][CH2:7][CH2:8][CH2:9][CH2:10][CH2:11][CH2:12][CH2:13][CH2:14][CH2:15][CH2:16][CH2:17][CH2:18][OH:19].[Cl:20][C:21]([Cl:22])([O:23][C:24](=[O:25])[O:26][C:27]([Cl:28])([Cl:29])[Cl:30])[Cl:31].[cH:32]1[cH:33][cH:34][n:35][cH:36][cH:37]1>>[CH3:1][CH2:2][CH2:3][CH2:4][CH2:5][CH2:6][CH2:7][CH2:8][CH2:9][CH2:10][CH2:11][CH2:12][CH2:13][CH2:14][CH2:15][CH2:16][CH2:17][CH2:18][O:19][C:21]([Cl:20])=[O:23]. Reactants: CC#N, O=C(O)c1cc(NC2CCCC2)ncn1, Nc1ccc(O)cc1. Product: O=C(Nc1ccc(O)cc1)c1cc(NC2CCCC2)ncn1. Reaction SMILES: [CH3:24][C:25]#[N:26].[CH:1]1([NH:6][c:7]2[cH:8][c:9]([C:13](=[O:14])[OH:15])[n:10][cH:11][n:12]2)[CH2:2][CH2:3][CH2:4][CH2:5]1.[NH2:16][c:17]1[cH:18][cH:19][c:20]([OH:21])[cH:22][cH:23]1>>[CH:1]1([NH:6][c:7]2[cH:8][c:9]([C:13](=[O:15])[NH:16][c:17]3[cH:18][cH:19][c:20]([OH:21])[cH:22][cH:23]3)[n:10][cH:11][n:12]2)[CH2:2][CH2:3][CH2:4][CH2:5]1. The reactants are Cc1ccccc1, CCCCCC1CCC(C2CCC(C=Cc3c(C)cc(OCC)c(F)c3F)CC2)CC1, [H][H]. Yields the product CCCCCC1CCC(C2CCC(CCc3c(C)cc(OCC)c(F)c3F)CC2)CC1. As a reaction SMILES: [CH3:34][c:35]1[cH:36][cH:37][cH:38][cH:39][cH:40]1.[F:1][c:2]1[c:3]([CH:13]=[CH:14][CH:15]2[CH2:16][CH2:17][CH:18]([CH:21]3[CH2:22][CH2:23][CH:24]([CH2:27][CH2:28][CH2:29][CH2:30][CH3:31])[CH2:25][CH2:26]3)[CH2:19][CH2:20]2)[c:4]([CH3:12])[cH:5][c:6]([O:9][CH2:10][CH3:11])[c:7]1[F:8].[H:32][H:33]>>[F:1][c:2]1[c:3]([CH2:13][CH2:14][CH:15]2[CH2:16][CH2:17][CH:18]([CH:21]3[CH2:22][CH2:23][CH:24]([CH2:27][CH2:28][CH2:29][CH2:30][CH3:31])[CH2:25][CH2:26]3)[CH2:19][CH2:20]2)[c:4]([CH3:12])[cH:5][c:6]([O:9][CH2:10][CH3:11])[c:7]1[F:8]. Reactants: BrC1CCC2=C1C=C1C(N(C(=NC1=C2)C)COC(C(C)(C)C)=O)=O (6-bromo-2-methyl-3-pivaloyloxymethyl-3,4,7,8-tetrahydro-6H-cyclopenta[g]quinazolin-4-one), C([O-])([O-])=O.[Ca+2] (calcium carbonate), BrC1CCC2=C1C=C1C(N(C(=NC1=C2)C)COC(C(C)(C)C)=O)=O (6-Bromo-2-methyl-3-pivaloyloxymethyl-3,4,7,8-tetrahydro-6H-cyclopenta[g]-quinazolin-4-one), NC1=CC=C(C(=O)N[C@@H](CCC(=O)OCC)C(=O)OCC)C=C1 (diethyl p-aminobenzoyl-L-glutamate). Solvent: CC(=O)N(C)C (DMA). Conditions: temperature 110 celsius. Product: CC1=NC2=CC3=C(C=C2C(N1COC(C(C)(C)C)=O)=O)C(CC3)NC3=CC=C(C(=O)N[C@@H](CCC(=O)OCC)C(=O)OCC)C=C3 (Diethyl N-{p-[N-((6RS)-2-methyl-4-oxo-3-pivaloyloxymethyl-3,4,7,8-tetrahydro-6H-cyclopenta[g]quinazolin-6-yl)amino]benzoyl}-L-glutamate). As a reaction SMILES: Br[CH:2]1[C:6]2[CH:7]=[C:8]3[C:13](=[CH:14][C:5]=2[CH2:4][CH2:3]1)[N:12]=[C:11]([CH3:15])[N:10]([CH2:16][O:17][C:18](=[O:23])[C:19]([CH3:22])([CH3:21])[CH3:20])[C:9]3=[O:24].[NH2:25][C:26]1[CH:47]=[CH:46][C:29]([C:30]([NH:32][C@H:33]([C:41]([O:43][CH2:44][CH3:45])=[O:42])[CH2:34][CH2:35][C:36]([O:38][CH2:39][CH3:40])=[O:37])=[O:31])=[CH:28][CH:27]=1.C(=O)([O-])[O-].[Ca+2]>CC(N(C)C)=O>[CH3:15][C:11]1[N:10]([CH2:16][O:17][C:18](=[O:23])[C:19]([CH3:22])([CH3:21])[CH3:20])[C:9](=[O:24])[C:8]2[C:13](=[CH:14][C:5]3[CH2:4][CH2:3][CH:2]([NH:25][C:26]4[CH:27]=[CH:28][C:29]([C:30]([NH:32][C@H:33]([C:41]([O:43][CH2:44][CH3:45])=[O:42])[CH2:34][CH2:35][C:36]([O:38][CH2:39][CH3:40])=[O:37])=[O:31])=[CH:46][CH:47]=4)[C:6]=3[CH:7]=2)[N:12]=1 |f:2.3|. Procedure: A mixture of 6-bromo-2-methyl-3-pivaloyloxymethyl-3,4,7,8-tetrahydro-6H-cyclopenta[g]quinazolin-4-one (21 g), prepared as described in section (6) of Example 1, diethyl p-aminobenzoyl-L-glutamate (52.5 g), prepared as described in the Journal of Medicinal Chemistry, 1985, 28, 1428, calcium carbonate (27.5 g) and DMA (200 ml) was stirred and heated to 110° C. for 30 minutes. The mixture was cooled to ambient temperature. The mixture was evaporated and the residue was partitioned between ethyl ace... The reactants are BrC1=CC=C2CC(N(CC2=C1)C1=NC(=NC(=C1)N1CCN(CC1)C)N)C (4-(7-bromo-3-methyl-3,4-dihydroisoquinolin-2(1H)-yl)-6-(4-methylpiperazin-1-yl)pyrimidin-2-amine), O=S1(CC(CC1)N1N=CC(=C1)B1OC(C(O1)(C)C)(C)C)=O (1-(1,1-dioxidotetrahydro-3-thienyl)-4-(4,4,5,5-tetramethyl-1,3,2-dioxaborolan-2-yl)-1H-pyrazole), C([O-])(O)=O.[Na+] (sodium bicarbonate), O1CCOCC1 (1,4-dioxane). The reagents and catalysts are C=1C=CC(=CC1)[P](C=2C=CC=CC2)(C=3C=CC=CC3)[Pd]([P](C=4C=CC=CC4)(C=5C=CC=CC5)C=6C=CC=CC6)([P](C=7C=CC=CC7)(C=8C=CC=CC8)C=9C=CC=CC9)[P](C=1C=CC=CC1)(C=1C=CC=CC1)C=1C=CC=CC1 (tetrakis(triphenylphosphine)palladium(0)). Run in CO (methanol), O (water). Reaction conditions: temperature 90 celsius, time 8 hour. Yields the product O=S1(CC(CC1)N1N=CC(=C1)C1=CC=C2CC(N(CC2=C1)C1=NC(=NC(=C1)N1CCN(CC1)C)N)C)=O (4-[7-[1-(1,1-dioxidotetrahydro-3-thienyl)-1H-pyrazol-4-yl]-3-methyl-3,4-dihydroisoquinolin-2(1H)-yl]-6-(4-methylpiperazin-1-yl)pyrimidin-2-amine). The yield is 26.8%. Reaction SMILES: Br[C:2]1[CH:11]=[C:10]2[C:5]([CH2:6][CH:7]([CH3:26])[N:8]([C:12]3[CH:17]=[C:16]([N:18]4[CH2:23][CH2:22][N:21]([CH3:24])[CH2:20][CH2:19]4)[N:15]=[C:14]([NH2:25])[N:13]=3)[CH2:9]2)=[CH:4][CH:3]=1.[O:27]=[S:28]1(=[O:47])[CH2:32][CH2:31][CH:30]([N:33]2[CH:37]=[C:36](B3OC(C)(C)C(C)(C)O3)[CH:35]=[N:34]2)[CH2:29]1.C(=O)(O)[O-].[Na+].O1CCOCC1>CO.C1C=CC([P]([Pd]([P](C2C=CC=CC=2)(C2C=CC=CC=2)C2C=CC=CC=2)([P](C2C=CC=CC=2)(C2C=CC=CC=2)C2C=CC=CC=2)[P](C2C=CC=CC=2)(C2C=CC=CC=2)C2C=CC=CC=2)(C2C=CC=CC=2)C2C=CC=CC=2)=CC=1.O>[O:47]=[S:28]1(=[O:27])[CH2:32][CH2:31][CH:30]([N:33]2[CH:37]=[C:36]([C:2]3[CH:11]=[C:10]4[C:5]([CH2:6][CH:7]([CH3:26])[N:8]([C:12]5[CH:17]=[C:16]([N:18]6[CH2:23][CH2:22][N:21]([CH3:24])[CH2:20][CH2:19]6)[N:15]=[C:14]([NH2:25])[N:13]=5)[CH2:9]4)=[CH:4][CH:3]=3)[CH:35]=[N:34]2)[CH2:29]1 |f:2.3,^1:64,66,85,104|. Procedure: A mixture of 4-(7-bromo-3-methyl-3,4-dihydroisoquinolin-2(1H)-yl)-6-(4-methylpiperazin-1-yl)pyrimidin-2-amine (10 mg, 0.02 mmol; Peak 1, Example 49, Step 7), 1-(1,1-dioxidotetrahydro-3-thienyl)-4-(4,4,5,5-tetramethyl-1,3,2-dioxaborolan-2-yl)-1H-pyrazole (12.0 mg, 0.026 mmol), tetrakis(triphenylphosphine)palladium(0) (1.4 mg, 0.0012 mmol) and sodium bicarbonate (6.0 mg, 0.072 mmol) in a solution of 1,4-dioxane (0.2 mL) and water (0.1 mL) in a reaction vial was stirred at 90° C. overnight. After c... Starting materials: CC(C)(Cc1ccccc1)C(=O)O, F. The product is CC1(C)Cc2ccccc2C1=O. RXN SMILES: [CH3:1][C:2]([C:3](=[O:4])[OH:5])([CH2:6][c:7]1[cH:8][cH:9][cH:10][cH:11][cH:12]1)[CH3:13].[FH:14]>>[CH3:1][C:2]1([CH3:13])[C:3](=[O:5])[c:12]2[c:7]([cH:8][cH:9][cH:10][cH:11]2)[CH2:6]1.